This data is from the Open Reaction Database (ORD), a public repository of structured organic reaction records. The task is: describe an organic reaction: reactants, conditions, products, and yield Starting materials: O=C([O-])[O-], CCOC(=O)c1[nH]c(-c2ccccc2)c2cc(Cl)ccc12, CCOC(=O)CBr, CS(C)=O, [K+], [K+]. Yields the product CCOC(=O)Cn1c(C(=O)OCC)c2ccc(Cl)cc2c1-c1ccccc1. As a reaction SMILES: [C:29](=[O:30])([O-:31])[O-:32].[CH2:1]([CH3:2])[O:3][C:4](=[O:5])[c:6]1[nH:7][c:8](-[c:16]2[cH:17][cH:18][cH:19][cH:20][cH:21]2)[c:9]2[cH:10][c:11]([Cl:15])[cH:12][cH:13][c:14]12.[CH2:22]([CH3:23])[O:24][C:25]([CH2:26][Br:27])=[O:28].[CH3:35][S:36]([CH3:37])=[O:38].[K+:33].[K+:34]>>[CH2:1]([CH3:2])[O:3][C:4](=[O:5])[c:6]1[n:7]([CH2:26][C:25]([O:24][CH2:22][CH3:23])=[O:28])[c:8](-[c:16]2[cH:17][cH:18][cH:19][cH:20][cH:21]2)[c:9]2[cH:10][c:11]([Cl:15])[cH:12][cH:13][c:14]12. Reactants: CN1N=CC(=C1)NC1=NC=C2C(=N1)N(N=C2)CC2=C(C#N)C=CC=C2 (2-((6-(1-Methyl-1H-pyrazol-4-ylamino)-1H-pyrazolo[3,4-d]pyrimidin-1-yl)methyl)benzonitrile), [OH-].[Na+] (sodium hydroxide), OO (hydrogen peroxide), solution. Run in O (water), C(C)O (ethanol), CCOC(=O)C (EtOAc). Run at temperature 60 celsius. The product is CN1N=CC(=C1)NC1=NC=C2C(=N1)N(N=C2)CC2=C(C(=O)N)C=CC=C2 (2-((6-(1-Methyl-1H-pyrazol-4-ylamino)-1H-pyrazolo[3,4-d]pyrimidin-1-yl)methyl)benzamide). Reaction SMILES: [CH3:1][N:2]1[CH:6]=[C:5]([NH:7][C:8]2[N:13]=[C:12]3[N:14]([CH2:17][C:18]4[CH:25]=[CH:24][CH:23]=[CH:22][C:19]=4[C:20]#[N:21])[N:15]=[CH:16][C:11]3=[CH:10][N:9]=2)[CH:4]=[N:3]1.[OH-:26].[Na+].OO>O.C(O)C.CCOC(C)=O>[CH3:1][N:2]1[CH:6]=[C:5]([NH:7][C:8]2[N:13]=[C:12]3[N:14]([CH2:17][C:18]4[CH:25]=[CH:24][CH:23]=[CH:22][C:19]=4[C:20]([NH2:21])=[O:26])[N:15]=[CH:16][C:11]3=[CH:10][N:9]=2)[CH:4]=[N:3]1 |f:1.2|. Procedure details: A suspension of 2-((6-(1-methyl-1H-pyrazol-4-ylamino)-1H-pyrazolo[3,4-d]pyrimidin-1-yl)methyl)benzonitrile (see Example 1) (40 mg, 0.24 mmol), sodium hydroxide (0.5 mL, 1M in H2O) and hydrogen peroxide (0.2 mL of a 33% solution in water) in ethanol (5 mL) was heated at 60° C. for 3 h. After cooling to rt the mixture was diluted with EtOAc and washed with water. The organic phase was collected, dried (MgSO4) and concentrated in vacuo to give the title product. 1H NMR (d6-DMSO) δ 9.95 (s, 1H), 8.9... Reactants: C(C1=CC=CC=C1)(=O)N (benzamide), ClC(SCl)(Cl)Cl (trichloromethanesulfenyl chloride), O (water), C1(=CC=CC=C1)C (toluene). The solvent is OS(=O)(=O)O (H2SO4). Reaction conditions: time 1 hour. The product is ClC(=O)SCl (Chlorocarbonylsulfenyl chloride), C1(=CC=CC=C1)C1=NSC(O1)=O (5-phenyl-1,3,4 -oxathiazol-2-one). Yield: 73.0%. Reaction SMILES: [Cl:1][C:2](Cl)(Cl)[S:3][Cl:4].[OH2:7].[C:8]([NH2:16])(=[O:15])[C:9]1[CH:14]=[CH:13][CH:12]=[CH:11][CH:10]=1.C1(C)C=CC=CC=1>OS(O)(=O)=O>[Cl:1][C:2]([S:3][Cl:4])=[O:15].[C:9]1([C:8]2[O:15][C:2](=[O:7])[S:3][N:16]=2)[CH:14]=[CH:13][CH:12]=[CH:11][CH:10]=1. Reported procedure: Chlorocarbonylsulfenyl chloride was prepared by a literature procedure. A mixture of 784.9 g (4.22 mol) of trichloromethanesulfenyl chloride and 76 g (4.22 mol) of water dissolved in 886 ml of concentrated H2SO4 was stirred at 45°-50° for 1 hour in a 51. flask, at which time the initially-copious HC1 evolution had ceased. (Foaming presented problems in the beginning.) The mixture was transferred to a separatory funnel, and after 15 minutes, the layers were separated. The top, fluid layer, which ... Reactants: BrCCCCl (3-Bromo-1-chloropropane), O=C1NCSC1 (4-oxothiazolidine), [H-].[Na+] (sodium hydride). Run in O1CCCC1 (tetrahydrofuran), O1CCCC1 (tetrahydrofuran). Yields the product ClCCCN1CSCC1=O (3-(3-chloropropyl)-4-oxothiazolidine). As a reaction SMILES: [O:1]=[C:2]1[CH2:6][S:5][CH2:4][NH:3]1.[H-].[Na+].Br[CH2:10][CH2:11][CH2:12][Cl:13]>O1CCCC1>[Cl:13][CH2:12][CH2:11][CH2:10][N:3]1[C:2](=[O:1])[CH2:6][S:5][CH2:4]1 |f:1.2|. Procedure: A solution of 4-oxothiazolidine (3.00 g) in tetrahydrofuran (40 ml) was added dropwise to a suspension of sodium hydride (60% dispersion in mineral oil) (1.28 g) in tetrahydrofuran (30 ml) at room temperature with stirring. 3-Bromo-1-chloropropane (3.15 ml) was added dropwise to the mixture under refluxing and the mixture was allowed to reflux for 9 hours. After the resultant precipitate was removed by filtration, the filtrate was evaporated in vacuo. The residue was chromatographed on basic alu... The reactants are BrC1=CC(=CC=2C=C(OC21)C2=CC=C(C=C2)O)O (7-bromo-2-(4-hydroxy-phenyl)-benzofuran-5-ol), C[O-].[Na+] (NaOMe), Cl (HCl), CCOC(=O)C (EtOAc). Solvent: CN(C)C=O (DMF). Run at temperature 160 celsius. The product is OC1=CC=C(C=C1)C=1OC2=C(C1)C=C(C=C2OC)O (2-(4-Hydroxy-phenyl)-7-methoxy-benzofuran-5-ol). RXN SMILES: Br[C:2]1[C:10]2[O:9][C:8]([C:11]3[CH:16]=[CH:15][C:14]([OH:17])=[CH:13][CH:12]=3)=[CH:7][C:6]=2[CH:5]=[C:4]([OH:18])[CH:3]=1.C[O-].[Na+].Cl.C[CH2:24][O:25]C(C)=O>CN(C=O)C>[OH:17][C:14]1[CH:15]=[CH:16][C:11]([C:8]2[O:9][C:10]3[C:2]([O:25][CH3:24])=[CH:3][C:4]([OH:18])=[CH:5][C:6]=3[CH:7]=2)=[CH:12][CH:13]=1 |f:1.2|. Procedure details: A solution consisting of 58 (1.5 g, 4.9 mmol) in DMF (25 mL) was treated with CulBr (1.0 g, 6.5 mmol) and NaOMe (6 mL, 4.4 N in MeOH, 27 mmol) and heated to 160° C. for approximately 1 hour. The reaction mixture was allowed to cool and then worked up by adding 2 N HCl and EtOAc. The EtOAc layer was washed with NaHCO3 aq, brine and dried over MgSO4. The solution was concentrated and chromatographed on silica gel (1:4 EtOAc/hexanes to 3:7 EtOAc/hexanes) to yield 0.47 g of pdt: Mp=167–168° C., 1H N... Reaction conditions: temperature 70 celsius. Yields the product C(CCC)OC1C=CC(N1)=O (5-n-butoxy-1,5-dihydro-2H-pyrrol-2-one). Solvent: C(CCC)O (1-butanol). Reactants: OC1C=CC(N1)=O (1,5-dihydro-5-hydroxy-2H-pyrrol-2-one). As a reaction SMILES: [OH:1][CH:2]1[NH:6][C:5](=[O:7])[CH:4]=[CH:3]1>C(O)CCC>[CH2:2]([O:1][CH:2]1[NH:6][C:5](=[O:7])[CH:4]=[CH:3]1)[CH2:3][CH2:4][CH3:5]. Reported procedure: A mixture of 2.5 g of 1,5-dihydro-5-hydroxy-2H-pyrrol-2-one in 75 cm3 of 1-butanol and 1.3 g of Amberlite IR 120 H is heated to 70° C. for 2 hours. After allowing to return to ambient temperature, the residue is filtered and the solvent is evaporated under reduced pressure. 3.9 g of the expected product is obtained. The yield is 199.2%.